Dataset: the Open Reaction Database (ORD), a public repository of structured organic reaction records. Task: describe an organic reaction: reactants, conditions, products, and yield The reactants are B, CCN(CC)c1ccccc1, CO, CC(C)c1cc2c(c(-c3ccc(F)cc3)c1C(=O)c1ccc(OC(F)(F)F)cc1)C(=O)CC1(CCC1)O2, NC1c2ccccc2CC1O, C1CCOC1. The product is CC(C)c1cc2c(c(-c3ccc(F)cc3)c1C(=O)c1ccc(OC(F)(F)F)cc1)C(O)CC1(CCC1)O2. RXN SMILES: [BH3:28].[CH2:17]([N:18]([CH2:19][CH3:20])[c:21]1[cH:22][cH:23][cH:24][cH:25][cH:26]1)[CH3:27].[CH3:66][OH:67].[F:29][c:30]1[cH:31][cH:32][c:33](-[c:36]2[c:37]3[c:42]([cH:43][c:44]([CH:59]([CH3:60])[CH3:61])[c:45]2[C:46]([c:47]2[cH:48][cH:49][c:50]([O:53][C:54]([F:55])([F:56])[F:57])[cH:51][cH:52]2)=[O:58])[O:41][C:40]2([CH2:39][C:38]3=[O:65])[CH2:62][CH2:63][CH2:64]2)[cH:34][cH:35]1.[NH2:1][CH:2]1[c:3]2[c:4]([cH:5][cH:6][cH:7][cH:8]2)[CH2:9][CH:10]1[OH:11].[O:12]1[CH2:13][CH2:14][CH2:15][CH2:16]1>>[F:29][c:30]1[cH:31][cH:32][c:33](-[c:36]2[c:37]3[c:42]([cH:43][c:44]([CH:59]([CH3:60])[CH3:61])[c:45]2[C:46]([c:47]2[cH:48][cH:49][c:50]([O:53][C:54]([F:55])([F:56])[F:57])[cH:51][cH:52]2)=[O:58])[O:41][C:40]2([CH2:39][CH:38]3[OH:65])[CH2:62][CH2:63][CH2:64]2)[cH:34][cH:35]1. Reactants: ClC1=CC=C2C(=CC=NC2=C1)N1CCNCC1 (7-Chloro-4-(piperazin-1-yl)quinoline), FC1=CC=C(C=C1)NC(=S)NOC (N-(4-Fluorophenyl)-N′-methoxythiourea), I(=O)(=O)(=O)[O-].[Na+] (sodium periodate). Solvent: CN(C)C=O.O (DMF water), O (water). Product: ClC1=CC=C2C(=CC=NC2=C1)N1CCN(CC1)C(NC1=CC=C(C=C1)F)=NOC (7-Chloro-4-[4-(methoxyimino(4-fluorophenylamino)methyl)piperazin-1-yl]quinoline). As a reaction SMILES: [Cl:1][C:2]1[CH:11]=[C:10]2[C:5]([C:6]([N:12]3[CH2:17][CH2:16][NH:15][CH2:14][CH2:13]3)=[CH:7][CH:8]=[N:9]2)=[CH:4][CH:3]=1.[F:18][C:19]1[CH:24]=[CH:23][C:22]([NH:25][C:26]([NH:28][O:29][CH3:30])=S)=[CH:21][CH:20]=1.I([O-])(=O)(=O)=O.[Na+]>CN(C=O)C.O.O>[Cl:1][C:2]1[CH:11]=[C:10]2[C:5]([C:6]([N:12]3[CH2:17][CH2:16][N:15]([C:26](=[N:28][O:29][CH3:30])[NH:25][C:22]4[CH:21]=[CH:20][C:19]([F:18])=[CH:24][CH:23]=4)[CH2:14][CH2:13]3)=[CH:7][CH:8]=[N:9]2)=[CH:4][CH:3]=1 |f:2.3,4.5|. Procedure: 7-Chloro-4-(piperazin-1-yl)quinoline (297 mg, 1.2 mmol), N-(4-Fluorophenyl)-N′-methoxythiourea (240 mg, 1.2 mmol), and sodium periodate (278 mg, 1.3 mmol) in DMF-water 1:1 (40 mL) are heated at 85° C. for 1 h. The reaction mixture is diluted with water and extracted with ether. The organic phase is dried (MgSO4) and concentrated. The residue is purified by column chromatography with hexane-EtOAc yielding the title product. The reactants are BrC1=CC(=C(CO)C(=C1)C)C (4-Bromo-2,6-di methylbenzyl alcohol), BrC1=CC(=C(C=O)C(=C1)C)C (4-bromo-2,6-dimethylbenzaldehyde). Yields the product CC1=C(CO)C(=CC(=C1)C(C)C)C (2,6-Dimethyl-4-isopropylbenzyl alcohol). The yield is 95.0%. RXN SMILES: Br[C:2]1[CH:9]=[C:8]([CH3:10])[C:5]([CH2:6][OH:7])=[C:4]([CH3:11])[CH:3]=1.Br[C:13]1[CH:20]=C(C)C(C=O)=C(C)[CH:14]=1>>[CH3:10][C:8]1[CH:9]=[C:2]([CH:13]([CH3:20])[CH3:14])[CH:3]=[C:4]([CH3:11])[C:5]=1[CH2:6][OH:7]. Reported procedure: 4-Bromo-2,6-di methylbenzyl alcohol, from 4-bromo-2,6-dimethylbenzaldehyde (Hjed, H. et al. Acta Chem. Scand. 1965, 19:2166); 95% yield, mp 1 17-119° C. The product is Cc1cc(C)c(=O)n(C(C(=O)NS(=O)(=O)c2ccc(C(C)C)cc2)c2ccc3c(c2)OCO3)n1. Starting materials: O=C([O-])[O-], Cc1cc(C)c(=O)[nH]n1, [Cs+], [Cs+], CC(C)c1ccc(S(=O)(=O)NC(=O)C(Br)c2ccc3c(c2)OCO3)cc1, CN(C)C=O. Reaction SMILES: [C:1](=[O:2])([O-:3])[O-:4].[CH3:7][c:8]1[c:9](=[O:15])[nH:10][n:11][c:12]([CH3:14])[cH:13]1.[Cs+:5].[Cs+:6].[O:16]1[CH2:17][O:18][c:19]2[c:20]1[cH:21][cH:22][c:23]([CH:25]([C:26](=[O:27])[NH:28][S:29](=[O:30])(=[O:31])[c:32]1[cH:33][cH:34][c:35]([CH:38]([CH3:39])[CH3:40])[cH:36][cH:37]1)[Br:41])[cH:24]2.[O:42]=[CH:43][N:44]([CH3:45])[CH3:46]>>[CH3:7][c:8]1[c:9](=[O:15])[n:10]([CH:25]([c:23]2[cH:22][cH:21][c:20]3[c:19]([cH:24]2)[O:18][CH2:17][O:16]3)[C:26](=[O:27])[NH:28][S:29](=[O:30])(=[O:31])[c:32]2[cH:33][cH:34][c:35]([CH:38]([CH3:39])[CH3:40])[cH:36][cH:37]2)[n:11][c:12]([CH3:14])[cH:13]1. Reactants: COC(=O)c1cccc(C(=O)N(C)Cc2ccc(F)c(Br)c2)c1, CC1CN(Cc2cccc(B(O)O)c2)CCN1C(=O)OC(C)(C)C, [K+], [K+], O=C([O-])[O-], C1COCCO1, O, c1ccc(P(c2ccccc2)(c2ccccc2)[Pd](P(c2ccccc2)(c2ccccc2)c2ccccc2)(P(c2ccccc2)(c2ccccc2)c2ccccc2)P(c2ccccc2)(c2ccccc2)c2ccccc2)cc1. Product: COC(=O)c1cccc(C(=O)N(C)Cc2ccc(F)c(-c3cccc(CN4CCN(C(=O)OC(C)(C)C)C(C)C4)c3)c2)c1. RXN SMILES: [Br:1][c:2]1[cH:3][c:4]([CH2:9][N:10]([C:11](=[O:12])[c:13]2[cH:14][c:15]([C:16](=[O:17])[O:18][CH3:19])[cH:20][cH:21][cH:22]2)[CH3:23])[cH:5][cH:6][c:7]1[F:8].[CH3:24][C:25]([CH3:26])([CH3:27])[O:28][C:29](=[O:30])[N:31]1[CH:32]([CH3:47])[CH2:33][N:34]([CH2:37][c:38]2[cH:39][c:40]([B:44]([OH:45])[OH:46])[cH:41][cH:42][cH:43]2)[CH2:35][CH2:36]1.[K+:48].[K+:49].[O-:50][C:51]([O-:52])=[O:53].[O:54]1[CH2:55][CH2:56][O:57][CH2:58][CH2:59]1.[OH2:60].[cH:61]1[cH:62][cH:63][c:64]([P:65]([Pd:66]([P:67]([c:68]2[cH:69][cH:70][cH:71][cH:72][cH:73]2)([c:74]2[cH:75][cH:76][cH:77][cH:78][cH:79]2)[c:80]2[cH:81][cH:82][cH:83][cH:84][cH:85]2)([P:86]([c:87]2[cH:88][cH:89][cH:90][cH:91][cH:92]2)([c:93]2[cH:94][cH:95][cH:96][cH:97][cH:98]2)[c:99]2[cH:100][cH:101][cH:102][cH:103][cH:104]2)[P:105]([c:106]2[cH:107][cH:108][cH:109][cH:110][cH:111]2)([c:112]2[cH:113][cH:114][cH:115][cH:116][cH:117]2)[c:118]2[cH:119][cH:120][cH:121][cH:122][cH:123]2)([c:124]2[cH:125][cH:126][cH:127][cH:128][cH:129]2)[c:130]2[cH:131][cH:132][cH:133][cH:134][cH:135]2)[cH:136][cH:137]1>>[c:2]1(-[c:40]2[cH:39][c:38]([CH2:37][N:34]3[CH2:33][CH:32]([CH3:47])[N:31]([C:29]([O:28][C:25]([CH3:24])([CH3:26])[CH3:27])=[O:30])[CH2:36][CH2:35]3)[cH:43][cH:42][cH:41]2)[cH:3][c:4]([CH2:9][N:10]([C:11](=[O:12])[c:13]2[cH:14][c:15]([C:16](=[O:17])[O:18][CH3:19])[cH:20][cH:21][cH:22]2)[CH3:23])[cH:5][cH:6][c:7]1[F:8]. Starting materials: Clc1ccc(Br)cn1, CCO, NN, O, O. Yields the product NNc1ccc(Br)cn1. As a reaction SMILES: [Br:4][c:5]1[cH:6][cH:7][c:8]([Cl:11])[n:9][cH:10]1.[CH3:12][CH2:13][OH:14].[NH2:2][NH2:3].[OH2:15].[OH2:1]>>[NH:2]([NH2:3])[c:8]1[cH:7][cH:6][c:5]([Br:4])[cH:10][n:9]1. Procedure: To a solution of 2-Methyl-10-(4-methyl-piperazin-1-yl)-4H-3-thia-4,9-diaza-benzo[f]azulene-7-carbonitrile, prepared as described in the previous step, (0.25 g) in methanol (90 mL) was added concentrated HCl (0.4 mL) and Pd black (57 mg). Hydrogenation was carried out at 50 psi for 1 h. More Pd black (147 mg) was added. The mixture was shaken at 50 psi for 22 h. The catalyst was filtered and washed with methanol. The filtrate was concentrated, treated with saturated sodium bicarbonate solution (5... As a reaction SMILES: [CH3:1][C:2]1[S:11][C:10]2[NH:9][C:8]3[CH:12]=[CH:13][C:14]([C:16]#[N:17])=[CH:15][C:7]=3[N:6]=[C:5]([N:18]3[CH2:23][CH2:22][N:21]([CH3:24])[CH2:20][CH2:19]3)[C:4]=2[CH:3]=1.Cl>CO.[Pd]>[CH3:1][C:2]1[S:11][C:10]2[NH:9][C:8]3[CH:12]=[CH:13][C:14]([CH2:16][NH2:17])=[CH:15][C:7]=3[N:6]=[C:5]([N:18]3[CH2:23][CH2:22][N:21]([CH3:24])[CH2:20][CH2:19]3)[C:4]=2[CH:3]=1. The reactants are CC1=CC=2C(=NC3=C(NC2S1)C=CC(=C3)C#N)N3CCN(CC3)C (2-Methyl-10-(4-methyl-piperazin-1-yl)-4H-3-thia-4,9-diaza-benzo[f]azulene-7-carbonitrile), Cl (HCl). Conditions: time 1 hour. The product is CC1=CC2=C(NC3=C(N=C2N2CCN(CC2)C)C=C(C=C3)CN)S1 ((2-Methyl-4-(4-methylpiperazin-1-yl)-10H-benzo[b]thieno[2,3-e][1,4]diazepin-7-yl)methanamine). Run in CO (methanol). Reagents/catalysts: [Pd] (Pd), [Pd] (Pd). Reactants: O=C1CCC=2C=CC(=NC2N1)OCCCC=O (4-(7-oxo-5,6,7,8-tetrahydro-[1,8]naphthyridin-2-yloxy)-butyraldehyde), ClC=1C=CC(=C(C1)N1CCNCC1)OC(C)C (1-(5-chloro-2-isopropoxy-phenyl)-piperazine), [BH-](OC(=O)C)(OC(=O)C)OC(=O)C.[Na+] (NaBH(OAc)3). Run in CCOC(=O)C (EtOAc), ClC(C)Cl (dichloroethane). Run at time 18 hour. Yields the product ClC=1C=CC(=C(C1)N1CCN(CC1)CCCCOC1=CC=C2CCC(NC2=N1)=O)OC(C)C (7-{4-[4-(5-Chloro-2-isopropoxy-phenyl)-piperazin-1-yl]-butoxy}-3,4-dihydro-1H-[1,8]naphthyridin-2-one). Yield: 45.4%. As a reaction SMILES: [O:1]=[C:2]1[NH:11][C:10]2[N:9]=[C:8]([O:12][CH2:13][CH2:14][CH2:15][CH:16]=O)[CH:7]=[CH:6][C:5]=2[CH2:4][CH2:3]1.[Cl:18][C:19]1[CH:20]=[CH:21][C:22]([O:31][CH:32]([CH3:34])[CH3:33])=[C:23]([N:25]2[CH2:30][CH2:29][NH:28][CH2:27][CH2:26]2)[CH:24]=1.[BH-](OC(C)=O)(OC(C)=O)OC(C)=O.[Na+]>ClC(Cl)C.CCOC(C)=O>[Cl:18][C:19]1[CH:20]=[CH:21][C:22]([O:31][CH:32]([CH3:34])[CH3:33])=[C:23]([N:25]2[CH2:26][CH2:27][N:28]([CH2:16][CH2:15][CH2:14][CH2:13][O:12][C:8]3[N:9]=[C:10]4[C:5]([CH2:4][CH2:3][C:2](=[O:1])[NH:11]4)=[CH:6][CH:7]=3)[CH2:29][CH2:30]2)[CH:24]=1 |f:2.3|. Reported procedure: To a suspension of 4-(7-oxo-5,6,7,8-tetrahydro-[1,8]naphthyridin-2-yloxy)-butyraldehyde (0.241 g, 1.02 mmol, 1 eq) and 1-(5-chloro-2-isopropoxy-phenyl)-piperazine (0.382 g, 1.13 mmol, 1.1 eq) in dichloroethane (5 mL) was added NaBH(OAc)3 (0.583 g, 2.75 mmol, 2.67 eq). The slurry was allowed to stir overnight at room temperature (18 h). Analysis by HPLC showed reaction mostly complete. The mixture was diluted with EtOAc and quenched with saturated NaHCO3. The organic phase was then washed with br... Reactants: Cc1nc2c(Cl)ncc(-c3cccnc3)c2s1, Cc1csc(N)n1. Yields the product Cc1csc(Nc2ncc(-c3cccnc3)c3sc(C)nc23)n1. RXN SMILES: [Cl:1][c:2]1[n:3][cH:4][c:5](-[c:12]2[cH:13][n:14][cH:15][cH:16][cH:17]2)[c:6]2[c:7]1[n:8][c:9]([CH3:11])[s:10]2.[NH2:18][c:19]1[s:20][cH:21][c:22]([CH3:24])[n:23]1>>[c:2]1([NH:18][c:19]2[s:20][cH:21][c:22]([CH3:24])[n:23]2)[n:3][cH:4][c:5](-[c:12]2[cH:13][n:14][cH:15][cH:16][cH:17]2)[c:6]2[c:7]1[n:8][c:9]([CH3:11])[s:10]2. Reactants: O (water), C(C(=O)Cl)(=O)Cl (Oxalyl chloride), C(C=C)(=O)OCCOC1=CC=C(C(=O)O)C=C1 (4-(2'-acryloxyethoxy)-benzoic acid), C(C=C)(=O)OCCCCOC1=CC=C(C(=O)OC2=CC=C(C=C2)O)C=C1 (4-[4'-(4-Acryloxybutoxy)benzoyloxy]phenol). The solvent is N1=CC=CC=C1 (pyridine), C1(=CC=CC=C1)C (toluene), C1(=CC=CC=C1)C (toluene). Run at time 30 minute. Yields the product C(C=C)(=O)OCCCCOC1=CC=C(C(=O)OC2=CC=C(C=C2)OC(C2=CC=C(C=C2)OCCOC(C=C)=O)=O)C=C1 (1-[4'-(4"-Acryloxybutoxy)benzoyloxy]-4-[4'-(2"-acryloxyethoxy)-benzoyloxy]benzene). The yield is 83.3%. Reaction SMILES: C(Cl)(=O)C(Cl)=O.[C:7]([O:11][CH2:12][CH2:13][O:14][C:15]1[CH:23]=[CH:22][C:18]([C:19]([OH:21])=[O:20])=[CH:17][CH:16]=1)(=[O:10])[CH:8]=[CH2:9].[C:24]([O:28][CH2:29][CH2:30][CH2:31][CH2:32][O:33][C:34]1[CH:49]=[CH:48][C:37]([C:38]([O:40][C:41]2[CH:46]=[CH:45][C:44](O)=[CH:43][CH:42]=2)=[O:39])=[CH:36][CH:35]=1)(=[O:27])[CH:25]=[CH2:26].O>N1C=CC=CC=1.C1(C)C=CC=CC=1>[C:24]([O:28][CH2:29][CH2:30][CH2:31][CH2:32][O:33][C:34]1[CH:35]=[CH:36][C:37]([C:38]([O:40][C:41]2[CH:46]=[CH:45][C:44]([O:20][C:19](=[O:21])[C:18]3[CH:17]=[CH:16][C:15]([O:14][CH2:13][CH2:12][O:11][C:7](=[O:10])[CH:8]=[CH2:9])=[CH:23][CH:22]=3)=[CH:43][CH:42]=2)=[O:39])=[CH:48][CH:49]=1)(=[O:27])[CH:25]=[CH2:26]. Procedure: Oxalyl chloride (10 ml) is added at 0° C. to 4-(2'-acryloxyethoxy)-benzoic acid (4.3 g; 16.3 mmol), and the mixture is stirred until the evolution of gas subsides (30 min). The excess oxalyl chloride is removed by distillation in a water-pump vacuum, the acid chloride is taken up in toluene (10 ml), the toluene solution is added at 0° C. to a solution of (3) (5.8 g; 16.3 mmol) in pyridine (10 ml) and toluene (5 ml), and the mixture is subsequently stirred at room temperature for 13 hours. The re...